From a dataset of the Open Reaction Database (ORD), a public repository of structured organic reaction records. describe an organic reaction: reactants, conditions, products, and yield Procedure details: Treatment of 3-(diethylphosphonomethyl)pyridine (Biochemistry 19, 3400) with m-chloroperbenzoic acid followed by trimethylsilyl cyanide gives both 3-diethylphosphonomethyl)-2-cyanopyridine and 5-(diethylphosphonomethyl)-2-cyanopyridine, the starting materials for compounds under (a) and (b). Reaction SMILES: [CH2:1]([O:3][P:4]([CH2:9][C:10]1[CH:11]=[N:12][CH:13]=[CH:14][CH:15]=1)([O:6][CH2:7][CH3:8])=[O:5])[CH3:2].ClC1C=CC=C(C(OO)=O)C=1.C[Si]([C:31]#[N:32])(C)C>>[C:31]([C:11]1[CH:10]=[CH:15][CH:14]=[CH:13][N:12]=1)#[N:32].[CH2:1]([O:3][P:4]([CH2:9][C:10]1[CH:15]=[CH:14][C:13]([C:31]#[N:32])=[N:12][CH:11]=1)([O:6][CH2:7][CH3:8])=[O:5])[CH3:2]. Reactants: C[Si](C)(C)C#N (trimethylsilyl cyanide), C(C)OP(=O)(OCC)CC=1C=NC=CC1 (3-(diethylphosphonomethyl)pyridine), ClC1=CC(=CC=C1)C(=O)OO (m-chloroperbenzoic acid). The product is C(#N)C1=NC=CC=C1 (2-cyanopyridine), C(C)OP(=O)(OCC)CC=1C=CC(=NC1)C#N (5-(diethylphosphonomethyl)-2-cyanopyridine). Starting materials: CN(C)C=O, O=[N+]([O-])c1ccc(-c2nnc(Cl)s2)cc1, [H-], [H][H], N=C(N)N, [Na+], O=[N+]([O-])[O-], O. Yields the product N=C(N)Nc1nnc(-c2ccc([N+](=O)[O-])cc2)s1. Reaction SMILES: [CH3:28][N:29]([CH3:30])[CH:31]=[O:32].[Cl:13][c:14]1[s:15][c:16](-[c:19]2[cH:20][cH:21][c:22]([N+:25](=[O:26])[O-:27])[cH:23][cH:24]2)[n:17][n:18]1.[H-:9].[H:11][H:12].[NH2:1][C:2]([NH2:3])=[NH:4].[Na+:10].[O-:5][N+:6](=[O:7])[O-:8].[OH2:33]>>[NH:1]=[C:2]([NH2:3])[NH:4][c:14]1[s:15][c:16](-[c:19]2[cH:20][cH:21][c:22]([N+:25](=[O:26])[O-:27])[cH:23][cH:24]2)[n:17][n:18]1. Reactants: BrC1C(C2=CC=C(C=C2C1)Cl)=O (2-bromo-5-chloroindan-1-one), C(C1=CN=CC=C1)(=S)N (thionicotinamide), C(C)O (ethanol). Reaction conditions: temperature 70 celsius, time 8 hour. Product: ClC1=CC=2CC3C(N=C(S3)C=3C=NC=CC3)(C2C=C1)OCC (6-Chloro-3a-ethoxy-2-pyridin-3-yl-8,8a-dihydro-3aH-indeno[1,2-d]thiazole). Reaction SMILES: Br[CH:2]1[CH2:10][C:9]2[C:4](=[CH:5][CH:6]=[C:7]([Cl:11])[CH:8]=2)[C:3]1=[O:12].[C:13]([NH2:21])(=[S:20])[C:14]1[CH:19]=[CH:18][CH:17]=[N:16][CH:15]=1.[CH2:22](O)[CH3:23]>>[Cl:11][C:7]1[CH:6]=[CH:5][C:4]2[C:3]3([O:12][CH2:22][CH3:23])[N:21]=[C:13]([C:14]4[CH:15]=[N:16][CH:17]=[CH:18][CH:19]=4)[S:20][CH:2]3[CH2:10][C:9]=2[CH:8]=1. Reported procedure: 1 g of 2-bromo-5-chloroindan-1-one and 622 mg of thionicotinamide are suspended in 10 ml of dry ethanol, and the mixture is stirred at room temperature for 2 h and at 70° C. for 8 h. The reaction mixture is cooled, and the precipitate is filtered off with suction, washed with ethanol, stirred with a little water, again filtered off with suction and dissolved in 50 ml of ethyl acetate. This solution is rendered alkaline with triethylamine, treated with 30 ml of water and the organic phase is sepa... Reactants: C1COCCN1, C=O, Cc1cc(C)c(C=C2C(=O)Nc3ccc(CN4CCOC4=O)cc32)[nH]1, CC(=O)O, Cl. Product: Cc1[nH]c(C=C2C(=O)Nc3ccc(CN4CCOC4=O)cc32)c(C)c1CN1CCOCC1, Cl. Reaction SMILES: [CH2:26]1[CH2:27][O:28][CH2:29][CH2:30][NH:31]1.[CH2:32]=[O:33].[CH3:1][c:2]1[c:3]([CH:8]=[C:9]2[C:10](=[O:25])[NH:11][c:12]3[cH:13][cH:14][c:15]([CH2:18][N:19]4[C:20](=[O:24])[O:21][CH2:22][CH2:23]4)[cH:16][c:17]32)[nH:4][c:5]([CH3:7])[cH:6]1.[CH3:35][C:36](=[O:37])[OH:38].[ClH:34]>>[CH3:1][c:2]1[c:3]([CH:8]=[C:9]2[C:10](=[O:25])[NH:11][c:12]3[cH:13][cH:14][c:15]([CH2:18][N:19]4[C:20](=[O:24])[O:21][CH2:22][CH2:23]4)[cH:16][c:17]32)[nH:4][c:5]([CH3:7])[c:6]1[CH2:32][N:31]1[CH2:26][CH2:27][O:28][CH2:29][CH2:30]1.[ClH:34]. Procedure details: 334.5 g (1.5 mol) of 1-(toluene-4-sulphonyl)-pyrroline are dissolved in 1.5 l of dichloromethane at room temperature and treated in the course of 15 minutes with a suspension of 408 g (about 1.65-1.77 mol) of 70-75% strength m-chloroperbenzoic acid in 900 ml of dichloromethane (cools during preparation). The mixture is heated under reflux for 16 hours (test for peroxide with KI/starch paper still indicates peroxide content), the suspension is cooled to 5° C., and the precipitated m-chlorobenzoic... Reaction SMILES: [C:1]1([CH3:15])[CH:6]=[CH:5][C:4]([S:7]([N:10]2[CH2:14][CH2:13][CH:12]=[CH:11]2)(=[O:9])=[O:8])=[CH:3][CH:2]=1.ClC1C=CC=C(C(OO)=[O:24])C=1.ClC1C=C(C=CC=1)C(O)=O>ClCCl>[C:1]1([CH3:15])[CH:2]=[CH:3][C:4]([S:7]([N:10]2[CH2:14][CH:13]3[CH:12]([O:24]3)[CH2:11]2)(=[O:9])=[O:8])=[CH:5][CH:6]=1. The product is C1(=CC=C(C=C1)S(=O)(=O)N1CC2OC2C1)C (3-(Toluene-4-sulphonyl)-6-oxa-3-aza-bicyclo[3.1.0]hexane). The solvent is ClCCl (dichloromethane), ClCCl (dichloromethane). Conditions: temperature 5 celsius. Reactants: ClC=1C=C(C(=O)O)C=CC1 (m-chlorobenzoic acid), C1(=CC=C(C=C1)S(=O)(=O)N1C=CCC1)C (1-(toluene-4-sulphonyl)-pyrroline), peroxide, starch, peroxide, ClC1=CC(=CC=C1)C(=O)OO (m-chloroperbenzoic acid).